From a dataset of the Open Reaction Database (ORD), a public repository of structured organic reaction records. describe an organic reaction: reactants, conditions, products, and yield The reactants are N1=C(C=CC=C1)C1=NNC(=N1)N (3-(pyridin-2-yl)-1H-1,2,4-triazol-5-amine), C(C)(=O)N1N=CC2=CC(=CC=C12)C(CC(=O)OCC)=O (ethyl 3-(1-acetyl-1H-indazol-5-yl)-3-oxopropanoate), CC=1C=CC(=CC1)S(=O)(=O)O (TsOH). The solvent is C1(=CC=CC=C1)OC1=CC=CC=C1 (diphenyl ether), CCCCCC (n-hexane). Conditions: temperature 170 celsius, time 1 hour. Product: C(C)(=O)N1N=CC2=CC(=CC=C12)C=1NC=2N(C(C1)=O)N=C(N2)C2=NC=CC=C2 (5-(1-acetyl-1H-indazol-5-yl)-2-(pyridin-2-yl)-4H,7H-[1,2,4]triazolo[1,5-α]pyrimidin-7-one). As a reaction SMILES: [N:1]1[CH:6]=[CH:5][CH:4]=[CH:3][C:2]=1[C:7]1[N:11]=[C:10]([NH2:12])[NH:9][N:8]=1.[C:13]([N:16]1[C:24]2[C:19](=[CH:20][C:21]([C:25](=O)[CH2:26][C:27](OCC)=[O:28])=[CH:22][CH:23]=2)[CH:18]=[N:17]1)(=[O:15])[CH3:14].CC1C=CC(S(O)(=O)=O)=CC=1>C1(OC2C=CC=CC=2)C=CC=CC=1.CCCCCC>[C:13]([N:16]1[C:24]2[C:19](=[CH:20][C:21]([C:25]3[NH:12][C:10]4[N:9]([N:8]=[C:7]([C:2]5[CH:3]=[CH:4][CH:5]=[CH:6][N:1]=5)[N:11]=4)[C:27](=[O:28])[CH:26]=3)=[CH:22][CH:23]=2)[CH:18]=[N:17]1)(=[O:15])[CH3:14]. Procedure details: To a solution of 3-(pyridin-2-yl)-1H-1,2,4-triazol-5-amine (150 mg, 0.93 mmol) in diphenyl ether (3 mL) was added ethyl 3-(1-acetyl-1H-indazol-5-yl)-3-oxopropanoate (510 mg, 1.86 mmol) and TsOH (8 mg, 0.05 mmol), and the mixture was stirred for 1 h at 170° C. The resulting solution was diluted with n-hexane (8 ml), and the product was collected by filtration and washed with methanol (2 ml) to afford 5-(1-acetyl-1H-indazol-5-yl)-2-(pyridin-2-yl)-4H,7H-[1,2,4]triazolo[1,5-α]pyrimidin-7-one as a br... The product is ClC(C(=O)NC1=NC(=CC=C1)C)C1=CC=CC=C1 (2-chloro-N-(6-methylpyridin-2-yl)-2-phenylacetamide). Reaction conditions: time 1 hour. Reactants: ClC(C(=O)Cl)C1=CC=CC=C1 (Chloro(phenyl)acetyl chloride), ice, CC1=CC=CC(=N1)N (6-methylpyridin-2-amine), C(C)(C)N(CC)C(C)C (diisopropylethylamine). Isolated yield 124.4%. Reported procedure: To an ice-cooled solution of 6-methylpyridin-2-amine [CAS 1824-81-3] (5.22 g, 44.08 mmol) in 350 mL anhydrous THF was added diisopropylethylamine (15.36 mL, 88.16 mmol). Chloro(phenyl)acetyl chloride [CAS 2912-62-1] (10.0 g, 52.9 mmol) was added dropwise and the resulting mixture was stirred for 1 h while cooling was maintained. The mixture was partitioned between ethyl acetate and water and the organic phase was washed with brine. The organic phase was filtered through a Whatman filter and the ... RXN SMILES: [CH3:1][C:2]1[N:7]=[C:6]([NH2:8])[CH:5]=[CH:4][CH:3]=1.C(N(C(C)C)CC)(C)C.[Cl:18][CH:19]([C:23]1[CH:28]=[CH:27][CH:26]=[CH:25][CH:24]=1)[C:20](Cl)=[O:21]>C1COCC1>[Cl:18][CH:19]([C:23]1[CH:28]=[CH:27][CH:26]=[CH:25][CH:24]=1)[C:20]([NH:8][C:6]1[CH:5]=[CH:4][CH:3]=[C:2]([CH3:1])[N:7]=1)=[O:21]. Run in C1CCOC1 (THF).